The task is: describe an organic reaction: reactants, conditions, products, and yield. This data is from the Open Reaction Database (ORD), a public repository of structured organic reaction records. Reported procedure: The subtitle compound was prepared by adding 60% sodium hydride (0.18 g) portionwise to a solution of N-[2-[[(2,3-Difluorophenyl)methyl]thio]-6-methoxypyrimidin-4-yl]piperazine-1-sulfonamide, trifluoroacetate salt (the product from example 36) (0.53 g) and ethyl 2-bromoacetate (0.36 mL) in THF (10 mL). The reaction mixture was diluted with H2O and extracted with EtOAc. The organic layer was washed with brine and evaporated to give the subtitle compound as an oil. The reactants are [H-].[Na+] (sodium hydride), FC(C(=O)O)(F)F.FC1=C(C=CC=C1F)CSC1=NC(=CC(=N1)NS(=O)(=O)N1CCNCC1)OC (N-[2-[[(2,3-Difluorophenyl)methyl]thio]-6-methoxypyrimidin-4-yl]piperazine-1-sulfonamide, trifluoroacetate salt), FC(C(=O)O)(F)F.FC1=C(C=CC=C1F)CSC1=NC(=CC(=N1)NS(=O)(=O)N1CCNCC1)OC (N-[2-[[(2,3-Difluorophenyl)methyl]thio]-6-methoxypyrimidin-4-yl]piperazine-1-sulfonamide, trifluoroacetate salt), BrCC(=O)OCC (ethyl 2-bromoacetate). Yields the product C(C)OC(CN1CCN(CC1)S(NC1=NC(=NC(=C1)OC)SCC1=C(C(=CC=C1)F)F)(=O)=O)=O ({4-[2-(2,3-Difluoro-benzylsulfanyl)-6-methoxy-pyrimidin-4-ylsulfamoyl]-piperazin-1-yl}-acetic acid ethyl ester). Reaction SMILES: [H-].[Na+].FC(F)(F)C(O)=O.[F:10][C:11]1[C:16]([F:17])=[CH:15][CH:14]=[CH:13][C:12]=1[CH2:18][S:19][C:20]1[N:25]=[C:24]([NH:26][S:27]([N:30]2[CH2:35][CH2:34][NH:33][CH2:32][CH2:31]2)(=[O:29])=[O:28])[CH:23]=[C:22]([O:36][CH3:37])[N:21]=1.Br[CH2:39][C:40]([O:42][CH2:43][CH3:44])=[O:41]>C1COCC1.O>[CH2:43]([O:42][C:40](=[O:41])[CH2:39][N:33]1[CH2:32][CH2:31][N:30]([S:27](=[O:29])(=[O:28])[NH:26][C:24]2[CH:23]=[C:22]([O:36][CH3:37])[N:21]=[C:20]([S:19][CH2:18][C:12]3[CH:13]=[CH:14][CH:15]=[C:16]([F:17])[C:11]=3[F:10])[N:25]=2)[CH2:35][CH2:34]1)[CH3:44] |f:0.1,2.3|. Solvent: C1CCOC1 (THF), O (H2O). Starting materials: CC(=O)OC(C)=O, ClCCl, O, OCc1ncc2sccn12. Product: CC(=O)OCc1ncc2sccn12. As a reaction SMILES: [CH3:11][C:12](=[O:13])[O:14][C:15](=[O:16])[CH3:17].[Cl:19][CH2:20][Cl:21].[OH2:18].[OH:1][CH2:2][c:3]1[n:4][cH:5][c:6]2[s:7][cH:8][cH:9][n:10]12>>[O:1]([CH2:2][c:3]1[n:4][cH:5][c:6]2[s:7][cH:8][cH:9][n:10]12)[C:12]([CH3:11])=[O:13].